Dataset: the Open Reaction Database (ORD), a public repository of structured organic reaction records. Task: describe an organic reaction: reactants, conditions, products, and yield Reactants: CC(C)(C)[O-].[K+] (potassium tert-butylate), NC=1SC=C(N1)C1=C(C=C(C=C1)Cl)Cl (2-amino-4-(2,4-dichlorophenyl)thiazole), [N+](=O)([O-])C1=C(C(=CC(=C1)[N+](=O)[O-])C(F)(F)F)Cl (2,4-dinitro-6-trifluoromethylchlorobenzene), O1CCCC1.C(C)(C)(C)O (tetrahydrofuran tert-butanol). Run in O (water), C(C)(=O)O (acetic acid), C(C)(C)(C)O (tert-butanol). Reaction conditions: temperature 20 celsius, time 1 hour. Product: ClC1=C(C=CC(=C1)Cl)C=1N=C(SC1)NC1=C(C=C(C=C1C(F)(F)F)[N+](=O)[O-])[N+](=O)[O-] (N-[4-(2,4-Dichlorophenyl)-2-thiazolyl]-2,4-dinitro-6-trifluoromethylaniline). Yield: 90.0%. RXN SMILES: CC([O-])(C)C.[K+].[NH2:7][C:8]1[S:9][CH:10]=[C:11]([C:13]2[CH:18]=[CH:17][C:16]([Cl:19])=[CH:15][C:14]=2[Cl:20])[N:12]=1.[N+:21]([C:24]1[CH:29]=[C:28]([N+:30]([O-:32])=[O:31])[CH:27]=[C:26]([C:33]([F:36])([F:35])[F:34])[C:25]=1Cl)([O-:23])=[O:22].O1CCCC1.C(O)(C)(C)C>C(O)(C)(C)C.O.C(O)(=O)C>[Cl:20][C:14]1[CH:15]=[C:16]([Cl:19])[CH:17]=[CH:18][C:13]=1[C:11]1[N:12]=[C:8]([NH:7][C:25]2[C:26]([C:33]([F:35])([F:36])[F:34])=[CH:27][C:28]([N+:30]([O-:32])=[O:31])=[CH:29][C:24]=2[N+:21]([O-:23])=[O:22])[S:9][CH:10]=1 |f:0.1,4.5|. Reported procedure: A solution of 7.4 g (66 mmol) of potassium tert-butylate in 50 ml of tert-butanol was added dropwise to a vigorously stirred mixture of 8.0 g (33 mmol) of 2-amino-4-(2,4-dichlorophenyl)thiazole, 9.8 g (37 mmol) of 2,4-dinitro-6-trifluoromethylchlorobenzene and 100 ml of tetrahydrofuran/tert-butanol (1:2) at 0° to 5° C. in such a way that addition was complete after 1 hour. After a further hour at 0° C., the mixture was slowly warmed, over the course of about 2 hours, to 20° C. The mixture was th... Reactants: CN1N=CC(=C1)C1=CC(=C(C(=N1)NCC=1C=C2C=CC=NC2=CC1)[N+](=O)[O-])NC(OC(C)(C)C)=O (tert-butyl 6-(1-methyl-1H-pyrazol-4-yl)-3-nitro-2-(quinolin-6-ylmethylamino)pyridin-4-ylcarbamate). The reagents and catalysts are [Pd] (Pd/C). Run in CO (methanol). Conditions: time 1 hour. The product is NC=1C(=NC(=CC1NC(OC(C)(C)C)=O)C=1C=NN(C1)C)NCC=1C=C2C=CC=NC2=CC1 (tert-Butyl 3-amino-6-(1-methyl-1H-pyrazol-4-yl)-2-(quinolin-6-ylmethylamino)pyridin-4-ylcarbamate). Isolated yield 99.9%. As a reaction SMILES: [CH3:1][N:2]1[CH:6]=[C:5]([C:7]2[N:12]=[C:11]([NH:13][CH2:14][C:15]3[CH:16]=[C:17]4[C:22](=[CH:23][CH:24]=3)[N:21]=[CH:20][CH:19]=[CH:18]4)[C:10]([N+:25]([O-])=O)=[C:9]([NH:28][C:29](=[O:35])[O:30][C:31]([CH3:34])([CH3:33])[CH3:32])[CH:8]=2)[CH:4]=[N:3]1>CO.[Pd]>[NH2:25][C:10]1[C:11]([NH:13][CH2:14][C:15]2[CH:16]=[C:17]3[C:22](=[CH:23][CH:24]=2)[N:21]=[CH:20][CH:19]=[CH:18]3)=[N:12][C:7]([C:5]2[CH:4]=[N:3][N:2]([CH3:1])[CH:6]=2)=[CH:8][C:9]=1[NH:28][C:29](=[O:35])[O:30][C:31]([CH3:34])([CH3:33])[CH3:32]. Procedure: To a solution of tert-butyl 6-(1-methyl-1H-pyrazol-4-yl)-3-nitro-2-(quinolin-6-ylmethylamino)pyridin-4-ylcarbamate (950 mg, 2 mmol) in methanol (10 mL) was added 10% Pd/C (95 mg, 0.1 eq). The reaction was stirred at room temperature under 1 atm of H2 for 1 h, then filtered. The filtrate was concentrated to afford the title compound (890 mg), which was used for the next step without further purification. MS (m/z): 446 (M+1)+. The reactants are C(C1=CC=CC=C1)NC1=C(C2=C(OCC2C2=CC=C(C=C2)C(C)C)C=2CCCC12)C (N-benzyl-3-(4-isopropylphenyl)-4-methyl-3,6,7,8-tetrahydro-2H-indeno[4,5-b]furan-5-amine). Run in CCCCCC.C(C)(=O)OCC (hexane ethyl acetate). Yields the product C(C)(C)C1=CC=C(C=C1)C1C2=C(OC1)C=1CCCC1C(=C2C)N (3-(4-Isopropylphenyl)-4-methyl-3,6,7,8-tetrahydro-2H-indeno[4,5-b]furan-5-amine). Yield: 91.0%. Reaction SMILES: C([NH:8][C:9]1[C:29]2[CH2:28][CH2:27][CH2:26][C:25]=2[C:12]2[O:13][CH2:14][CH:15]([C:16]3[CH:21]=[CH:20][C:19]([CH:22]([CH3:24])[CH3:23])=[CH:18][CH:17]=3)[C:11]=2[C:10]=1[CH3:30])C1C=CC=CC=1>CCCCCC.C(OCC)(=O)C>[CH:22]([C:19]1[CH:18]=[CH:17][C:16]([CH:15]2[CH2:14][O:13][C:12]3[C:25]4[CH2:26][CH2:27][CH2:28][C:29]=4[C:9]([NH2:8])=[C:10]([CH3:30])[C:11]2=3)=[CH:21][CH:20]=1)([CH3:24])[CH3:23] |f:1.2|. Procedure: Using N-benzyl-3-(4-isopropylphenyl)-4-methyl-3,6,7,8-tetrahydro-2H-indeno[4,5-b]furan-5-amine synthesized in Reference Example 290, the title compound was synthesized in the same manner as in Reference Example 30. Yield 91%. Melting point: 112-113° C. (hexane-ethyl acetate).